Task: describe an organic reaction: reactants, conditions, products, and yield. Dataset: the Open Reaction Database (ORD), a public repository of structured organic reaction records Reactants: CN(C)CCN, CCOc1ccc2c3c(c(Cl)nc2c1)C(=O)c1cnccc1-3, ClCCl. Yields the product CCOc1ccc2c3c(c(NCCN(C)C)nc2c1)C(=O)c1cnccc1-3. RXN SMILES: [CH3:23][N:24]([CH2:25][CH2:26][NH2:27])[CH3:28].[Cl:1][c:2]1[n:3][c:4]2[c:5]([c:6]3[c:14]1[C:13](=[O:15])[c:12]1[c:7]-3[cH:8][cH:9][n:10][cH:11]1)[cH:16][cH:17][c:18]([O:20][CH2:21][CH3:22])[cH:19]2.[Cl:29][CH2:30][Cl:31]>>[c:2]1([NH:27][CH2:26][CH2:25][N:24]([CH3:23])[CH3:28])[n:3][c:4]2[c:5]([c:6]3[c:14]1[C:13](=[O:15])[c:12]1[c:7]-3[cH:8][cH:9][n:10][cH:11]1)[cH:16][cH:17][c:18]([O:20][CH2:21][CH3:22])[cH:19]2. The reactants are C(=O)[O-].[NH4+] (ammonium formate), COC=1C=C(C=CC1)C(C[N+](=O)[O-])O (1-(3-Methoxyphenyl)-2-nitro-1-ethanol). Reagents/catalysts: [C].[Pd] (Palladium-carbon). Solvent: O1CCCC1 (tetrahydrofuran), CO (methanol). Conditions: time 18 hour. Product: NCC(O)C1=CC(=CC=C1)OC (2-Amino-1-(3-methoxyphenyl)-1-ethanol). The yield is 72.6%. As a reaction SMILES: C([O-])=O.[NH4+].[CH3:5][O:6][C:7]1[CH:8]=[C:9]([CH:13]([OH:18])[CH2:14][N+:15]([O-])=O)[CH:10]=[CH:11][CH:12]=1>O1CCCC1.CO.[C].[Pd]>[NH2:15][CH2:14][CH:13]([C:9]1[CH:10]=[CH:11][CH:12]=[C:7]([O:6][CH3:5])[CH:8]=1)[OH:18] |f:0.1,5.6|. Procedure details: Palladium-carbon (10%, 0.64 g) and ammonium formate (4.8 g) were added to a mixed solution of the compound of Example B142 (3.0 g, 15 mmol) in tetrahydrofuran (43 ml) and methanol (43 ml), and this mixture was stirred at room temperature for 18 hours. The catalyst was removed by filtration, the filtrate was diluted with ether, precipitates were removed by filtration, and the obtained filtrate was concentrated to give the title compound (1.82 g). This compound was used in the following reaction w...